From a dataset of the Open Reaction Database (ORD), a public repository of structured organic reaction records. describe an organic reaction: reactants, conditions, products, and yield The reactants are C[C@@]12CCC[C@@]([C@H]1CC[C@]34[C@H]2CC[C@](C3)(C(=C)C4)O[C@H]5[C@@H]([C@H]([C@@H]([C@H](O5)CO)O)O)O[C@H]6[C@@H]([C@H]([C@@H]([C@H](O6)CO)O)O[C@H]7[C@@H]([C@H]([C@@H]([C@H](O7)CO)O)O)O)O)(C)C(=O)O[C@H]8[C@@H]([C@H]([C@@H]([C@H](O8)CO)O)O)O (rebaudioside A), [Ca] (calcium), C([C@H](O)[C@H](O)CO)O (erythritol), [Mg] (magnesium). The reagents and catalysts are [Fe] (iron). Product: C[C@@]12CCC[C@@]([C@H]1CC[C@]34[C@H]2CC[C@](C3)(C(=C)C4)O[C@H]5[C@@H]([C@H]([C@@H]([C@H](O5)CO)O)O)O[C@H]6[C@@H]([C@H]([C@@H]([C@H](O6)CO)O)O[C@H]7[C@@H]([C@H]([C@@H]([C@H](O7)CO)O)O)O)O)(C)C(=O)O[C@H]8[C@@H]([C@H]([C@@H]([C@H](O8)CO)O)O)O (rebaudioside A), C([C@@H]1[C@H]([C@@H]([C@H]([C@H](O1)O[C@]2([C@H]([C@@H]([C@H](O2)CO)O)O)CO)O)O)O)O (sucrose). Isolated yield 10.0%. RXN SMILES: [Ca].[Mg].[CH3:3][C@:4]12[C@@H:13]3[CH2:14][CH2:15][C@@:16]4([O:21][C@@H:22]5[O:27][C@H:26]([CH2:28][OH:29])[C@@H:25]([OH:30])[C@H:24]([OH:31])[C@H:23]5[O:32][C@@H:33]5[O:38][C@H:37]([CH2:39][OH:40])[C@@H:36]([OH:41])[C@H:35]([O:42][C@@H:43]6[O:48][C@H:47]([CH2:49][OH:50])[C@@H:46]([OH:51])[C@H:45]([OH:52])[C@H:44]6[OH:53])[C@H:34]5[OH:54])[C:18]([CH2:20][C@@:12]3([CH2:17]4)[CH2:11][CH2:10][C@@H:9]1[C@@:8]([C:56]([O:58][C@@H:59]1[O:64][C@H:63]([CH2:65][OH:66])[C@@H:62]([OH:67])[C@H:61]([OH:68])[C@H:60]1[OH:69])=[O:57])([CH3:55])[CH2:7][CH2:6][CH2:5]2)=[CH2:19].C(O)[C@@H]([C@@H](CO)O)O>[Fe]>[CH3:3][C@:4]12[C@@H:13]3[CH2:14][CH2:15][C@@:16]4([O:21][C@@H:22]5[O:27][C@H:26]([CH2:28][OH:29])[C@@H:25]([OH:30])[C@H:24]([OH:31])[C@H:23]5[O:32][C@@H:33]5[O:38][C@H:37]([CH2:39][OH:40])[C@@H:36]([OH:41])[C@H:35]([O:42][C@@H:43]6[O:48][C@H:47]([CH2:49][OH:50])[C@@H:46]([OH:51])[C@H:45]([OH:52])[C@H:44]6[OH:53])[C@H:34]5[OH:54])[C:18]([CH2:20][C@@:12]3([CH2:17]4)[CH2:11][CH2:10][C@@H:9]1[C@@:8]([C:56]([O:58][C@@H:59]1[O:64][C@H:63]([CH2:65][OH:66])[C@@H:62]([OH:67])[C@H:61]([OH:68])[C@H:60]1[OH:69])=[O:57])([CH3:55])[CH2:7][CH2:6][CH2:5]2)=[CH2:19].[CH2:39]([OH:40])[C@H:37]1[O:38][C@H:33]([O:32][C@:23]2([CH2:22][OH:21])[O:27][C@H:26]([CH2:28][OH:29])[C@@H:25]([OH:30])[C@@H:24]2[OH:31])[C@H:34]([OH:54])[C@@H:35]([OH:42])[C@@H:36]1[OH:41]. Procedure details: A rebaudioside A diet cola beverage (sweetness level 10% sucrose equivalent) is prepared with 100 mg of calcium per serving (240 mL), 40 mg of magnesium, 0.8 mg iron, 400 ppm of rebaudioside A, and 3.5% erythritol. Reactants: CC=1C2=C(C=C(C1[N+](=O)[O-])C)OCO2 (3,5-Dimethyl-4-nitro-I,2-(methylenedioxy)benzene), [H][H] (hydrogen). The reagents and catalysts are [Pd] (palladium on charcoal). Solvent: C(C)O (ethanol). The product is CC1=C(N)C(=CC2=C1OCO2)C (2,6-dimethyl-3,4-(methylenedioxy)aniline). Isolated yield 66.2%. Reaction SMILES: [CH3:1][C:2]1[C:3]2[O:14][CH2:13][O:12][C:4]=2[CH:5]=[C:6]([CH3:11])[C:7]=1[N+:8]([O-])=O.[H][H]>[Pd].C(O)C>[CH3:1][C:2]1[C:3]2[O:14][CH2:13][O:12][C:4]=2[CH:5]=[C:6]([CH3:11])[C:7]=1[NH2:8]. Procedure details: 3,5-Dimethyl-4-nitro-I,2-(methylenedioxy)benzene (5.0 g) and 10% palladium on charcoal catalyst (1.2 g) in ethanol (250 ml) was shaken in a hydrogen atmosphere (50 p.s.i.) at 40° C. for 4 hours. The mixture was filtered through celite and evaporated to leave 2,6-dimethyl-3,4-(methylenedioxy)aniline (2.8 g, 68%) as a dark oil. Starting materials: 18, NC1=C(C=NC=C1)NC(=S)NCCCCN1CCC(CC1)NC1=NC2=C(N1CC1=CC=C(C=C1)F)C=CC=C2 (N-(4-amino-3-pyridinyl)-N'-[4-[4-[[1-[(4-fluorophenyl)methyl]-1H-benzimidazol-2-yl]amino]-1-piperidinyl]butyl]thiourea), [S] (sulfur). Reagents/catalysts: [Hg]=O (mercury(II)oxide). Run in O1CCCC1 (tetrahydrofuran). Yields the product FC1=CC=C(C=C1)CN1C(=NC2=C1C=CC=C2)NC2CCN(CC2)CCCCNC=2NC1=C(C=NC=C1)N2 (N-[4-[4-[[1-[(4-fluorophenyl)methyl]-1H-benzimidazol-2-yl]amino]-1-piperidinyl]butyl]-1H-imidazo-[4,5-c]pyridin-2-amine). The yield is 29.0%. As a reaction SMILES: [NH2:1][C:2]1[CH:7]=[CH:6][N:5]=[CH:4][C:3]=1[NH:8][C:9]([NH:11][CH2:12][CH2:13][CH2:14][CH2:15][N:16]1[CH2:21][CH2:20][CH:19]([NH:22][C:23]2[N:27]([CH2:28][C:29]3[CH:34]=[CH:33][C:32]([F:35])=[CH:31][CH:30]=3)[C:26]3[CH:36]=[CH:37][CH:38]=[CH:39][C:25]=3[N:24]=2)[CH2:18][CH2:17]1)=S.[S]>[Hg]=O.O1CCCC1>[F:35][C:32]1[CH:33]=[CH:34][C:29]([CH2:28][N:27]2[C:26]3[CH:36]=[CH:37][CH:38]=[CH:39][C:25]=3[N:24]=[C:23]2[NH:22][CH:19]2[CH2:20][CH2:21][N:16]([CH2:15][CH2:14][CH2:13][CH2:12][NH:11][C:9]3[NH:1][C:2]4[CH:7]=[CH:6][N:5]=[CH:4][C:3]=4[N:8]=3)[CH2:17][CH2:18]2)=[CH:30][CH:31]=1 |^3:39|. Procedure details: A mixture of 18 parts of N-(4-amino-3-pyridinyl)-N'-[4-[4-[[1-[(4-fluorophenyl)methyl]-1H-benzimidazol-2-yl]amino]-1-piperidinyl]butyl]thiourea, 7 parts of mercury(II)oxide, 1 part of sulfur and 180 parts of tetrahydrofuran was stirred and refluxed for 5 hours. The reaction mixture was filtered hot over Hyflo and the filtrate was evaporated. The residue was purified by column chromatography over silica gel using a mixture of trichloromethane and methanol saturated with ammonia, (90:10 by volume)... Starting materials: [Li]CCCC, CCSSCC, CCOC(C)=O, Fc1ccc(-c2nn3ccc(Cl)cc3c2-c2ccnc(NC3CCCC3)n2)cc1, C1CCOC1, O. Yields the product CCSc1cc(Cl)cc2c(-c3ccnc(NC4CCCC4)n3)c(-c3ccc(F)cc3)nn12. RXN SMILES: [CH2:30]([Li:31])[CH2:32][CH2:33][CH3:34].[CH2:35]([CH3:36])[S:37][S:38][CH2:39][CH3:40].[CH3:47][CH2:48][O:49][C:50](=[O:51])[CH3:52].[Cl:1][c:2]1[cH:3][c:4]2[n:5]([cH:6][cH:7]1)[n:8][c:9](-[c:23]1[cH:24][cH:25][c:26]([F:29])[cH:27][cH:28]1)[c:10]2-[c:11]1[n:12][c:13]([NH:17][CH:18]2[CH2:19][CH2:20][CH2:21][CH2:22]2)[n:14][cH:15][cH:16]1.[O:42]1[CH2:43][CH2:44][CH2:45][CH2:46]1.[OH2:41]>>[Cl:1][c:2]1[cH:3][c:4]2[n:5]([c:6]([S:37][CH2:35][CH3:36])[cH:7]1)[n:8][c:9](-[c:23]1[cH:24][cH:25][c:26]([F:29])[cH:27][cH:28]1)[c:10]2-[c:11]1[n:12][c:13]([NH:17][CH:18]2[CH2:19][CH2:20][CH2:21][CH2:22]2)[n:14][cH:15][cH:16]1. Starting materials: C[N+]1([O-])CCOCC1, CC#N, CCOC(C)=O, OCc1c[nH]c(-c2ccc(C3CCCCC3)cc2)c1. The product is O=Cc1c[nH]c(-c2ccc(C3CCCCC3)cc2)c1. Reaction SMILES: [CH3:20][N+:21]1([O-:27])[CH2:22][CH2:23][O:24][CH2:25][CH2:26]1.[CH3:28][C:29]#[N:30].[CH3:31][CH2:32][O:33][C:34](=[O:35])[CH3:36].[CH:1]1([c:7]2[cH:8][cH:9][c:10](-[c:13]3[cH:14][c:15]([CH2:18][OH:19])[cH:16][nH:17]3)[cH:11][cH:12]2)[CH2:2][CH2:3][CH2:4][CH2:5][CH2:6]1>>[CH:1]1([c:7]2[cH:8][cH:9][c:10](-[c:13]3[cH:14][c:15]([CH:18]=[O:19])[cH:16][nH:17]3)[cH:11][cH:12]2)[CH2:2][CH2:3][CH2:4][CH2:5][CH2:6]1.